Dataset: the Open Reaction Database (ORD), a public repository of structured organic reaction records. Task: describe an organic reaction: reactants, conditions, products, and yield Starting materials: COCCOCOc1c(OC)cc(C=CC=CC(=O)N2CCN(CCOC(C)(c3ccccc3)c3ccc(Cl)cc3)CC2)cc1OC, CO, [Na+], [Na+], O=C([O-])[O-], O, O, Cc1ccc(S(=O)(=O)O)cc1. Product: COc1cc(C=CC=CC(=O)N2CCN(CCOC(C)(c3ccccc3)c3ccc(Cl)cc3)CC2)cc(OC)c1O. Reaction SMILES: [CH3:1][O:2][c:3]1[cH:4][c:5]([CH:18]=[CH:19][CH:20]=[CH:21][C:22](=[O:23])[N:24]2[CH2:25][CH2:26][N:27]([CH2:30][CH2:31][O:32][C:33]([CH3:34])([c:35]3[cH:36][cH:37][c:38]([Cl:41])[cH:39][cH:40]3)[c:42]3[cH:43][cH:44][cH:45][cH:46][cH:47]3)[CH2:28][CH2:29]2)[cH:6][c:7]([O:16][CH3:17])[c:8]1[O:9][CH2:10][O:11][CH2:12][CH2:13][O:14][CH3:15].[CH3:67][OH:68].[Na+:61].[Na+:62].[O-:63][C:64](=[O:65])[O-:66].[OH2:48].[OH2:60].[c:49]1([CH3:50])[cH:51][cH:52][c:53]([S:54]([OH:55])(=[O:56])=[O:57])[cH:58][cH:59]1>>[CH3:1][O:2][c:3]1[cH:4][c:5]([CH:18]=[CH:19][CH:20]=[CH:21][C:22](=[O:23])[N:24]2[CH2:25][CH2:26][N:27]([CH2:30][CH2:31][O:32][C:33]([CH3:34])([c:35]3[cH:36][cH:37][c:38]([Cl:41])[cH:39][cH:40]3)[c:42]3[cH:43][cH:44][cH:45][cH:46][cH:47]3)[CH2:28][CH2:29]2)[cH:6][c:7]([O:16][CH3:17])[c:8]1[OH:9]. Reactants: NC1=NC(=NC(=C1C#N)N[C@@H](C)C1=C(C=C2C(=N1)C=CN2C)N2CCOCC2)SC ((S)-4-Amino-6-((1-(1-methyl-6-morpholino-1H-pyrrolo[3,2-b]pyridin-5-yl)ethyl)amino)-2-(methylthio)pyrimidine-5-carbonitrile), C(C)#N (acetonitrile), OOS(=O)[O-].[K+] (Oxone). Solvent: CCOC(=O)C (EtOAc), O (H2O). Run at temperature 0 celsius, time 30 minute. The product is NC1=NC(=NC(=C1C#N)N[C@@H](C)C1=C(C=C2C(=N1)C=CN2C)N2CCOCC2)S(=O)(=O)C ((S)-4-Amino-6-((1-(1-methyl-6-morpholino-1H-pyrrolo[3,2-b]pyridin-5-yl)ethyl)amino)-2-(methylsulfonyl)pyrimidine-5-carbonitrile). Reaction SMILES: [NH2:1][C:2]1[C:7]([C:8]#[N:9])=[C:6]([NH:10][C@H:11]([C:13]2[N:18]=[C:17]3[CH:19]=[CH:20][N:21]([CH3:22])[C:16]3=[CH:15][C:14]=2[N:23]2[CH2:28][CH2:27][O:26][CH2:25][CH2:24]2)[CH3:12])[N:5]=[C:4](SC)[N:3]=1.O[O:32][S:33]([O-:35])=O.[K+].[C:37](#N)C>O.CCOC(C)=O>[NH2:1][C:2]1[C:7]([C:8]#[N:9])=[C:6]([NH:10][C@H:11]([C:13]2[N:18]=[C:17]3[CH:19]=[CH:20][N:21]([CH3:22])[C:16]3=[CH:15][C:14]=2[N:23]2[CH2:28][CH2:27][O:26][CH2:25][CH2:24]2)[CH3:12])[N:5]=[C:4]([S:33]([CH3:37])(=[O:35])=[O:32])[N:3]=1 |f:1.2|. Procedure: (S)-4-Amino-6-((1-(1-methyl-6-morpholino-1H-pyrrolo[3,2-b]pyridin-5-yl)ethyl)amino)-2-(methylthio)pyrimidine-5-carbonitrile (287 mg, 0.676 mmol) in acetonitrile (3 mL) and H2O (3 mL) was cooled to 0° C. Oxone® (1.04 g, 1.690 mmol) was added to give a yellow solution. The reaction mixture was stirred at 0° C. for 30 minutes, warmed to room temperature, and stirred for an additional 3 hours. The reaction mixture was subsequently diluted with EtOAc and washed with H2O (3×5 mL). The combined organic...